This data is from the Open Reaction Database (ORD), a public repository of structured organic reaction records. The task is: describe an organic reaction: reactants, conditions, products, and yield Starting materials: N#CC1CC(F)CN1C(=O)CNC12CCC(C(=O)O)(CC1)CC2, Nc1ccc(C(=O)c2ccccc2)cc1. Product: N#CC1CC(F)CN1C(=O)CNC12CCC(C(=O)Nc3ccc(C(=O)c4ccccc4)cc3)(CC1)CC2. As a reaction SMILES: [C:1](=[O:2])([OH:3])[C:4]12[CH2:5][CH2:6][C:7]([NH:12][CH2:13][C:14](=[O:15])[N:16]3[CH:17]([C:22]#[N:23])[CH2:18][CH:19]([F:21])[CH2:20]3)([CH2:8][CH2:9]1)[CH2:10][CH2:11]2.[NH2:24][c:25]1[cH:26][cH:27][c:28]([C:29](=[O:30])[c:31]2[cH:32][cH:33][cH:34][cH:35][cH:36]2)[cH:37][cH:38]1>>[C:1](=[O:3])([C:4]12[CH2:5][CH2:6][C:7]([NH:12][CH2:13][C:14](=[O:15])[N:16]3[CH:17]([C:22]#[N:23])[CH2:18][CH:19]([F:21])[CH2:20]3)([CH2:8][CH2:9]1)[CH2:10][CH2:11]2)[NH:24][c:25]1[cH:26][cH:27][c:28]([C:29](=[O:30])[c:31]2[cH:32][cH:33][cH:34][cH:35][cH:36]2)[cH:37][cH:38]1. Reactants: solution, C(C)(CC)[Li] (sec-butyl lithium), C1CCCCC1 (cyclohexane), ICCCCCCCCCC (1-Iododecane), C(C)OP(OCC)(=O)CCCC=C (4-pentenyl phosphonic acid diethyl ester). Solvent: O1CCCC1 (tetrahydrofuran). Conditions: temperature 0 celsius, time 3 hour. The product is C(C)OP(OCC)(=O)C(CCC=C)CCCCCCCCCC (1-pentadecene-5-phosphonic acid diethyl ester). Isolated yield 72.9%. RXN SMILES: [CH2:1]([O:3][P:4]([CH2:9][CH2:10][CH2:11][CH:12]=[CH2:13])(=[O:8])[O:5][CH2:6][CH3:7])[CH3:2].C([Li])(CC)C.C1CCCCC1.I[CH2:26][CH2:27][CH2:28][CH2:29][CH2:30][CH2:31][CH2:32][CH2:33][CH2:34][CH3:35]>O1CCCC1>[CH2:6]([O:5][P:4]([CH:9]([CH2:26][CH2:27][CH2:28][CH2:29][CH2:30][CH2:31][CH2:32][CH2:33][CH2:34][CH3:35])[CH2:10][CH2:11][CH:12]=[CH2:13])(=[O:8])[O:3][CH2:1][CH3:2])[CH3:7]. Procedure details: A solution of 4-pentenyl phosphonic acid diethyl ester (2.832 g, 13.7 mmol) in anhydrous tetrahydrofuran (20 mL) and cooled to about −78° C. A 1.3 M solution of sec-butyl lithium in cyclohexane (15 mL, 19.5 mmol) was added slowly to the mixture keeping the temperature below −60° C. 1-Iododecane (6.32 g, 23.6 mmol, 1.8 eq.) was then added slowly to the reaction mixture. The mixture was warmed to 0° C. and was stirred for three hours. The reaction was then quenched with NH4Cl (saturated, 20 mL). T... Starting materials: C(=O)C1=CC(=C(S1)C)NC(OCC1=CC=CC=C1)=O (benzyl (5-formyl-2-methyl-3-thienyl)carbamate), O (Water), CN(C=O)C (N,N-dimethylformamide), [H-].[Na+] (sodium hydride), CI (Methyl iodide). Reaction conditions: time 30 minute. The product is C(=O)C1=CC(=C(S1)C)CNC(OCC1=CC=CC=C1)=O (benzyl (5-formyl-2-methyl-3-thienyl)methylcarbamate). Isolated yield 43.0%. RXN SMILES: [CH:1]([C:3]1[S:7][C:6]([CH3:8])=[C:5]([NH:9][C:10](=[O:19])[O:11][CH2:12][C:13]2[CH:18]=[CH:17][CH:16]=[CH:15][CH:14]=2)[CH:4]=1)=O.[H-].[Na+].CI.O.CN(C)[CH:27]=[O:28]>>[CH:27]([C:6]1[S:7][C:3]([CH3:1])=[C:4]([CH2:5][NH:9][C:10](=[O:19])[O:11][CH2:12][C:13]2[CH:14]=[CH:15][CH:16]=[CH:17][CH:18]=2)[CH:8]=1)=[O:28] |f:1.2|. Procedure details: To a solution of benzyl (5-formyl-2-methyl-3-thienyl)carbamate (1.6 g) in N,N-dimethylformamide (20 mL) was slowly added sodium hydride (60%, oily, 0.3 g) at 0° C., and the mixture was stirred at room temperature for 30 min. Methyl iodide (0.47 mL) was added to the reaction mixture, and the mixture was stirred at room temperature for 1 hr. Water was added to the reaction mixture, and the mixture was extracted with ethyl acetate. The ethyl acetate layer was washed with saturated brine, dried (MgS...